Dataset: the Open Reaction Database (ORD), a public repository of structured organic reaction records. Task: describe an organic reaction: reactants, conditions, products, and yield Yields the product NC1(CCCC1)CO (1-Amino-1-(hydroxymethyl)cyclopentane), CC1=C(C=CC(=C1C)I)N=C1SC2(CN1)CCCC2 (2-(2,3-dimethyl-4-iodophenylimino)-1-thia-3-azaspiro[4.4]nonane). Reactants: CC1=C(C=CC(=C1C)I)N=C=S (2,3-dimethyl-4-iodophenyl isothiocyanate), NC1=CC=CC=C1 (aniline), CC1=C(C=CC(=C1C)I)N=C=S (2,3-dimethyl-4-iodophenyl isothiocyanate), CC1=C(N)C=CC=C1C (2,3-Dimethylaniline), CC1=C(N)C=CC(=C1C)I (2,3-dimethyl-4-iodoaniline), OCCN (2-hydroxyethylamine), O=S(Cl)Cl (SOCl2). Reaction SMILES: C[C:2]1[C:8](C)=[CH:7][CH:6]=[CH:5][C:3]=1[NH2:4].[CH3:10][C:11]1[C:17]([CH3:18])=[C:16]([I:19])[CH:15]=[CH:14][C:12]=1[NH2:13].NC1C=CC=CC=1.CC1[C:33]([CH3:34])=[C:32](I)[CH:31]=[CH:30][C:29]=1[N:36]=[C:37]=[S:38].[OH:39]CCN.O=S(Cl)Cl>>[NH2:4][C:3]1([CH2:2][OH:39])[CH2:5][CH2:6][CH2:7][CH2:8]1.[CH3:10][C:11]1[C:17]([CH3:18])=[C:16]([I:19])[CH:15]=[CH:14][C:12]=1[N:13]=[C:37]1[NH:36][CH2:29][C:30]2([CH2:31][CH2:32][CH2:33][CH2:34]2)[S:38]1. Procedure details: 2,3-Dimethylaniline was converted to 2,3-dimethyl-4-iodoaniline according to Method A5a. The aniline was converted to 2,3-dimethyl-4-iodophenyl isothiocyanate according to Method A2a, Step 3. 1-Amino-1-(hydroxymethyl)cyclopentane was synthesized as described in Method B1c. The 2-hydroxyethylamine was reacted with SOCl2 followed by 2,3-dimethyl-4-iodophenyl isothiocyanate according to Method C2a to give 2-(2,3-dimethyl-4-iodophenylimino)-1-thia-3-azaspiro[4.4]nonane. The thiazolidine was reacted ... Starting materials: NC1C2CC3CC1CC(Oc1cc4ccnc(OCc5ccccc5)c4cc1Cl)(C3)C2, CC(C)O, Cl. Yields the product NC1C2CC3CC1CC(Oc1cc4cc[nH]c(=O)c4cc1Cl)(C3)C2. Reaction SMILES: [CH2:1]([c:2]1[cH:3][cH:4][cH:5][cH:6][cH:7]1)[O:8][c:9]1[n:10][cH:11][cH:12][c:13]2[cH:14][c:15]([O:20][C:21]34[CH2:22][CH:23]5[CH:24]([NH2:31])[CH:25]([CH2:26][CH:27]([CH2:28]3)[CH2:29]5)[CH2:30]4)[c:16]([Cl:19])[cH:17][c:18]12.[CH3:33][CH:34]([OH:35])[CH3:36].[ClH:32]>>[O:8]=[c:9]1[nH:10][cH:11][cH:12][c:13]2[cH:14][c:15]([O:20][C:21]34[CH2:22][CH:23]5[CH:24]([NH2:31])[CH:25]([CH2:26][CH:27]([CH2:28]3)[CH2:29]5)[CH2:30]4)[c:16]([Cl:19])[cH:17][c:18]12. Reactants: ClC1=C(C(=NC2=CC(=CC(=C12)F)F)C=1C=NC(=CC1)F)C (4-chloro-5,7-difluoro-2-(6-fluoropyridin-3-yl)-3-methylquinoline), N1CC(CC1)O (3-pyrrolidinol), O (water), C([O-])([O-])=O.[K+].[K+] (potassium carbonate). Solvent: CN(C)C=O (DMF). Run at temperature 120 celsius, time 1.6 hour. Yields the product ClC1=C(C(=NC2=CC(=CC(=C12)F)F)C=1C=CC(=NC1)N1CC(CC1)O)C (1-(5-(4-chloro-5,7-difluoro-3-methylquinolin-2-yl)pyridin-2-yl)pyrrolidin-3-ol). Reaction SMILES: [Cl:1][C:2]1[C:11]2[C:6](=[CH:7][C:8]([F:13])=[CH:9][C:10]=2[F:12])[N:5]=[C:4]([C:14]2[CH:15]=[N:16][C:17](F)=[CH:18][CH:19]=2)[C:3]=1[CH3:21].[NH:22]1[CH2:26][CH2:25][CH:24]([OH:27])[CH2:23]1.C(=O)([O-])[O-].[K+].[K+].O>CN(C=O)C>[Cl:1][C:2]1[C:11]2[C:6](=[CH:7][C:8]([F:13])=[CH:9][C:10]=2[F:12])[N:5]=[C:4]([C:14]2[CH:19]=[CH:18][C:17]([N:22]3[CH2:26][CH2:25][CH:24]([OH:27])[CH2:23]3)=[N:16][CH:15]=2)[C:3]=1[CH3:21] |f:2.3.4|. Reported procedure: To a stirred solution of 4-chloro-5,7-difluoro-2-(6-fluoropyridin-3-yl)-3-methylquinoline (0.1 g, 0.32 mmol) in DMF (2.5 mL) was added 3-pyrrolidinol (0.029 mL, 0.36 mmol) followed by potassium carbonate (0.090 g, 0.65 mmol). The reaction was stirred at 120° C. and stirring continued for 1.6 h. After which, the reaction mixture was cooled to rt and water was added. The crude reaction mixture was extracted with EtOAc, dried over magnesium sulfate and concd in vacuo. The crude material was purifie...